From a dataset of the Open Reaction Database (ORD), a public repository of structured organic reaction records. describe an organic reaction: reactants, conditions, products, and yield Isolated yield 74.0%. Procedure: A mixture of 139 ml of absolute ethanol, 25 g of sodium methoxide and 67.5 g of diethyloxalate was prepared in a mechanically stirred 1 liter flask under nitrogen atmosphere. The mixture was cooled to 22° C. Cyclohexanone (41.7 g) was added dropwise, keeping the temperature below 35°. The mixture was stirred for 1/2 hour at room temperature, then 236 ml of Dowtherm® A were added. The alcohol was removed by distillation at 35 mm Hg until the reaction mixture temperature reached 29°. The mixture w... The reactants are C1=CC=C(C=C1)C2=CC=CC=C2.C1=CC=C(C=C1)OC2=CC=CC=C2 (Dowtherm), C[O-].[Na+] (sodium methoxide), C(C)OC(C(=O)OCC)=O (diethyloxalate), C1=CC=C(C=C1)C2=CC=CC=C2.C1=CC=C(C=C1)OC2=CC=CC=C2 (Dowtherm), ester, C1(=CC=CC=C1)NC1=CC=C(C=C1)N (N-phenyl-p-phenylenediamine), FC(C(=O)O)(F)F (trifluoroacetic acid), C1(CCCCC1)=O (Cyclohexanone). The product is C1(=CC=CC=C1)NC1=CC=C2NC=3CCCCC3C(C2=C1)=O (1,2,3,4-tetrahydro-7(phenyl)amino-9(10H)acridinone). The solvent is C(C)O (ethanol). Conditions: temperature 22 celsius, time 0.5 hour. As a reaction SMILES: C[O-].[Na+].C(OC(=O)C([O:10][CH2:11][CH3:12])=O)C.[C:14]1(=O)[CH2:19][CH2:18][CH2:17][CH2:16][CH2:15]1.C1C=CC(C2C=CC=CC=2)=CC=1.C1C=CC(OC2C=CC=CC=2)=CC=1.[C:46]1([NH:52][C:53]2C=[CH:57][C:56]([NH2:59])=[CH:55][CH:54]=2)[CH:51]=[CH:50][CH:49]=[CH:48][CH:47]=1.FC(F)(F)C(O)=O>C(O)C>[C:14]1([NH:59][C:56]2[CH:57]=[C:12]3[C:53]([NH:52][C:46]4[CH2:51][CH2:50][CH2:49][CH2:48][C:47]=4[C:11]3=[O:10])=[CH:54][CH:55]=2)[CH:19]=[CH:18][CH:17]=[CH:16][CH:15]=1 |f:0.1,4.5|. The reactants are Cl.Cl.Cl.COC=1C=C(C=CC1N1C=NC(=C1)C)NC=1SC=2CNCCC2N1 ([3-methoxy-4-(4-methyl-imidazol-1-yl)-phenyl]-(4,5,6,7-tetrahydro-thiazolo[5,4-c]pyridin-2-yl)-amine trihydrochloride), C1(=CC=CC=C1)CS(=O)(=O)Cl (alpha-toluenesulphonylchloride), ( 100 ). The product is COC=1C=C(C=CC1N1C=NC(=C1)C)NC=1SC=2CN(CCC2N1)S(=O)(=O)CC1=CC=CC=C1 ([3-Methoxy-4-(4-methyl-imidazol-1-yl)-phenyl]-(5-phenylmethanesulfonyl-4,5,6,7-tetrahydro-thiazolo[5,4-c]pyridin-2-yl)-amine). Reaction SMILES: Cl.Cl.Cl.[CH3:4][O:5][C:6]1[CH:7]=[C:8]([NH:18][C:19]2[S:20][C:21]3[CH2:22][NH:23][CH2:24][CH2:25][C:26]=3[N:27]=2)[CH:9]=[CH:10][C:11]=1[N:12]1[CH:16]=[C:15]([CH3:17])[N:14]=[CH:13]1.[C:28]1([CH2:34][S:35](Cl)(=[O:37])=[O:36])[CH:33]=[CH:32][CH:31]=[CH:30][CH:29]=1>>[CH3:4][O:5][C:6]1[CH:7]=[C:8]([NH:18][C:19]2[S:20][C:21]3[CH2:22][N:23]([S:35]([CH2:34][C:28]4[CH:33]=[CH:32][CH:31]=[CH:30][CH:29]=4)(=[O:37])=[O:36])[CH2:24][CH2:25][C:26]=3[N:27]=2)[CH:9]=[CH:10][C:11]=1[N:12]1[CH:16]=[C:15]([CH3:17])[N:14]=[CH:13]1 |f:0.1.2.3|. Procedure: The title compound was prepared in analogy to example 45 from 90 mg (0.2 mmol) [3-methoxy-4-(4-methyl-imidazol-1-yl)-phenyl]-(4,5,6,7-tetrahydro-thiazolo[5,4-c]pyridin-2-yl)-amine trihydrochloride and 39 mg (0.2 mmol) alpha-toluenesulphonylchloride yielding 18 mg (18%) [3-methoxy-4-(4-methyl-imidazol-1-yl)-phenyl]-(5-phenylmethanesulfonyl-4,5,6,7-tetrahydro-thiazolo[5,4-c]pyridin-2-yl)-amine as a yellow solid. MS ISP (m/e): 496.1 (100) (M+H)+. 1H NMR (DMSO-D6, 250 MHz): δ (ppm)=10.36 (s, 1H), 7.... The reactants are BrBr (bromine), ClCl (chlorine), [Cl-].[Cl-].[Cl-].[Al+3] (aluminium trichloride), CC1=CC=CC2=C1NC(O2)=O (4-methyl-3H-benzoxazol-2-one), S(=O)(Cl)Cl (thionyl chloride), CN(C)C=O (DMF), BrC1=NC=CC(=C1)C(=O)O (2-bromopyridine-4-carboxylic acid), ice water. Solvent: C(Cl)Cl (DCM). Conditions: temperature 130 celsius, time 5 hour. The product is BrC1=NC=CC(=C1)C(=O)C1=CC2=C(NC(O2)=O)C(=C1)C (6-(2-bromo-pyridine-4-carbonyl)-4-methyl-3H-benzoxazol-2-one). As a reaction SMILES: S(Cl)(Cl)=O.CN(C=O)C.[Br:10][C:11]1[CH:16]=[C:15]([C:17]([OH:19])=O)[CH:14]=[CH:13][N:12]=1.[Cl-].[Cl-].[Cl-].[Al+3].[CH3:24][C:25]1[C:30]2[NH:31][C:32](=[O:34])[O:33][C:29]=2[CH:28]=[CH:27][CH:26]=1.BrBr.ClCl>C(Cl)Cl>[Br:10][C:11]1[CH:16]=[C:15]([C:17]([C:27]2[CH:26]=[C:25]([CH3:24])[C:30]3[NH:31][C:32](=[O:34])[O:33][C:29]=3[CH:28]=2)=[O:19])[CH:14]=[CH:13][N:12]=1 |f:3.4.5.6|. Reported procedure: 2.20 mL (30.0 mmol) thionyl chloride and 0.390 mL (4.80 mmol) DMF were added to 2.00 g (9.90 mmol) 2-bromopyridine-4-carboxylic acid in 30 mL DCM and refluxed for 2 h. The reaction mixture was evaporated to dryness and coevaporated twice with toluene. The residue was combined with 6.24 g (46.8 mmol) aluminium trichloride and 1.50 g (10.1 mmol) 4-methyl-3H-benzoxazol-2-one and the mixture obtained was stirred overnight at 110° C. and for 5 hours at 130° C. The mixture was decomposed with ice wate... Starting materials: N1C(C(NC2=CC=CC=C12)=O)=O (2,3(1H, 4H)-Quinoxalinedione), S(O)(O)(=O)=O (sulphuric acid), S(O)(O)(=O)=O (sulphuric acid). Run at time 30 minute. Yields the product O=C1NC2=CC=C(C=C2NC1=O)S(=O)(=O)O (1,2,3,4-Tetrahydro-2,3-dioxoquinoxaline-6-sulphonic acid). RXN SMILES: [NH:1]1[C:10]2[C:5](=[CH:6][CH:7]=[CH:8][CH:9]=2)[NH:4][C:3](=[O:11])[C:2]1=[O:12].[S:13](=O)(=[O:16])([OH:15])[OH:14]>>[O:12]=[C:2]1[C:3](=[O:11])[NH:4][C:5]2[C:10](=[CH:9][CH:8]=[C:7]([S:13]([OH:16])(=[O:15])=[O:14])[CH:6]=2)[NH:1]1. Procedure: 2,3(1H, 4H)-Quinoxalinedione (10 g) was added portionwise to a stirred mixture of 65% fuming sulphuric acid (10 ml) and conc. sulphuric acid (40 ml) at room temperature. After stirring for 30 minutes at 55°-60°, the mixture was worked up as in example 1 to give the hydrated crystalline product (15.3 g, mp. >300°). The reactants are C1CCOC1, CC(C)OC(=O)N=NC(=O)OC(C)C, CC(C)(C)OC(=O)CC1CCn2c1cc1cc(O)ccc12, N#Cc1cc(CO)cc(OC(F)(F)F)c1, c1ccc(P(c2ccccc2)c2ccccc2)cc1. Product: CC(C)(C)OC(=O)CC1CCn2c1cc1cc(OCc3cc(C#N)cc(OC(F)(F)F)c3)ccc12. Reaction SMILES: [CH2:70]1[O:71][CH2:72][CH2:73][CH2:74]1.[N:56]([C:57]([O:58][CH:59]([CH3:60])[CH3:61])=[O:62])=[N:63][C:64]([O:65][CH:66]([CH3:67])[CH3:68])=[O:69].[OH:1][c:2]1[cH:3][c:4]2[cH:5][c:6]3[n:7]([c:8]2[cH:9][cH:10]1)[CH2:11][CH2:12][CH:13]3[CH2:14][C:15](=[O:16])[O:17][C:18]([CH3:19])([CH3:20])[CH3:21].[OH:22][CH2:23][c:24]1[cH:25][c:26]([C:27]#[N:28])[cH:29][c:30]([O:32][C:33]([F:34])([F:35])[F:36])[cH:31]1.[c:37]1([P:38]([c:39]2[cH:40][cH:41][cH:42][cH:43][cH:44]2)[c:45]2[cH:46][cH:47][cH:48][cH:49][cH:50]2)[cH:51][cH:52][cH:53][cH:54][cH:55]1>>[O:1]([c:2]1[cH:3][c:4]2[cH:5][c:6]3[n:7]([c:8]2[cH:9][cH:10]1)[CH2:11][CH2:12][CH:13]3[CH2:14][C:15](=[O:16])[O:17][C:18]([CH3:19])([CH3:20])[CH3:21])[CH2:23][c:24]1[cH:25][c:26]([C:27]#[N:28])[cH:29][c:30]([O:32][C:33]([F:34])([F:35])[F:36])[cH:31]1. Starting materials: CCOC(=O)c1nn(-c2c(Cl)cc(C(F)(F)F)cc2Cl)cc1O, FC(F)=C(F)Cl, [H-], [Na+], C1COCCO1. The product is CCOC(=O)c1nn(-c2c(Cl)cc(C(F)(F)F)cc2Cl)cc1OC(F)(F)C(F)Cl. RXN SMILES: [C:1](=[O:2])([O:3][CH2:4][CH3:5])[c:6]1[n:7][n:8](-[c:12]2[c:13]([Cl:23])[cH:14][c:15]([C:19]([F:20])([F:21])[F:22])[cH:16][c:17]2[Cl:18])[cH:9][c:10]1[OH:11].[Cl:26][C:27](=[C:28]([F:29])[F:30])[F:31].[H-:24].[Na+:25].[O:32]1[CH2:33][CH2:34][O:35][CH2:36][CH2:37]1>>[C:1](=[O:2])([O:3][CH2:4][CH3:5])[c:6]1[n:7][n:8](-[c:12]2[c:13]([Cl:23])[cH:14][c:15]([C:19]([F:20])([F:21])[F:22])[cH:16][c:17]2[Cl:18])[cH:9][c:10]1[O:11][C:28]([CH:27]([Cl:26])[F:31])([F:29])[F:30]. Starting materials: C(C)(C)(C)OC(=O)C(C1=CC=C(COC=2C=C(C(=O)O)C=C(C2)OC2=CC=C(C=C2)C#N)C=C1)N (3-(4-(tert-butoxycarbonyl aminomethyl)benzyloxy)-5-(4-cyano phenoxy)benzoic acid), C(C)(C)(C)OC(NC1CCC(CC1)N)=O ((4-amino-cyclohexyl)-carbamic acid tert-butyl ester). Yields the product C(C)(C)(C)OC(NC1CCC(CC1)NC(C1=CC(=CC(=C1)OC1=CC=C(C=C1)C#N)OCC1=CC=C(C=C1)C(N)C(=O)OC(C)(C)C)=O)=O ({4-[3-(4-(tert-Butoxycarbonyl Aminomethyl)benzyloxy)-5-(4-cyano phenoxy)benzoyl Amino]cyclohexyl}carbamic Acid Tert-butyl Ester). Isolated yield 80.0%. RXN SMILES: [C:1]([O:5][C:6]([CH:8]([NH2:35])[C:9]1[CH:34]=[CH:33][C:12]([CH2:13][O:14][C:15]2[CH:16]=[C:17]([CH:21]=[C:22]([O:24][C:25]3[CH:30]=[CH:29][C:28]([C:31]#[N:32])=[CH:27][CH:26]=3)[CH:23]=2)[C:18](O)=[O:19])=[CH:11][CH:10]=1)=[O:7])([CH3:4])([CH3:3])[CH3:2].[C:36]([O:40][C:41](=[O:50])[NH:42][CH:43]1[CH2:48][CH2:47][CH:46]([NH2:49])[CH2:45][CH2:44]1)([CH3:39])([CH3:38])[CH3:37]>>[C:36]([O:40][C:41](=[O:50])[NH:42][CH:43]1[CH2:44][CH2:45][CH:46]([NH:49][C:18](=[O:19])[C:17]2[CH:21]=[C:22]([O:24][C:25]3[CH:26]=[CH:27][C:28]([C:31]#[N:32])=[CH:29][CH:30]=3)[CH:23]=[C:15]([O:14][CH2:13][C:12]3[CH:11]=[CH:10][C:9]([CH:8]([C:6]([O:5][C:1]([CH3:3])([CH3:2])[CH3:4])=[O:7])[NH2:35])=[CH:34][CH:33]=3)[CH:16]=2)[CH2:47][CH2:48]1)([CH3:39])([CH3:37])[CH3:38]. Procedure details: Following the procedure of Example 5(c) 3-(4-(tert-butoxycarbonyl aminomethyl)benzyloxy)-5-(4-cyano phenoxy)benzoic acid 1.1 g (2.31 mmol) and (4-amino-cyclohexyl)-carbamic acid tert-butyl ester (0.494 g, 2.31 mmol) were used to afford 1.24 g of the required product. 1H NMR (DMSO-d6): δ 1.2 (4H, m), 1.4 (18H, s), 1.8 (4H, m), 3.2 (1H, m), 3.7 (1H, m), 4.1 (2H, d), 5.15 (2H, s), 6.74 (1H, d), 6.88 (1H, s), 7.12 (2H, d), 7.18 (1H, s), 7.26 (2H, d), 7.4 (4H, d), 7.86 (2H, d), 8.26 (1H, d).